Dataset: the Open Reaction Database (ORD), a public repository of structured organic reaction records. Task: describe an organic reaction: reactants, conditions, products, and yield The reactants are O=C([O-])[O-], CI, [Cs+], [Cs+], COc1cnc(NS(C)(=O)=O)c2c1C(=O)N(Cc1ccc(F)cc1)CC2, CN(C)C=O. Product: COc1cnc(N(C)S(C)(=O)=O)c2c1C(=O)N(Cc1ccc(F)cc1)CC2. RXN SMILES: [C:27](=[O:28])([O-:29])[O-:30].[CH3:33][I:34].[Cs+:31].[Cs+:32].[F:1][c:2]1[cH:3][cH:4][c:5]([CH2:6][N:7]2[C:8](=[O:24])[c:9]3[c:10]([O:22][CH3:23])[cH:11][n:12][c:13]([NH:17][S:18](=[O:19])(=[O:20])[CH3:21])[c:14]3[CH2:15][CH2:16]2)[cH:25][cH:26]1.[O:35]=[CH:36][N:37]([CH3:38])[CH3:39]>>[F:1][c:2]1[cH:3][cH:4][c:5]([CH2:6][N:7]2[C:8](=[O:24])[c:9]3[c:10]([O:22][CH3:23])[cH:11][n:12][c:13]([N:17]([S:18](=[O:19])(=[O:20])[CH3:21])[CH3:27])[c:14]3[CH2:15][CH2:16]2)[cH:25][cH:26]1. The reactants are ClC1=CC=C(C=N1)C(=O)OC(C)(C)C (tert-butyl 6-chloropyridine-3-carboxylate), C(CN)N (ethylenediamine). Yields the product NCCNC1=CC=C(C=N1)C(=O)OC(C)(C)C (tert-butyl 6-[(2-aminoethyl)amino]pyridine-3-carboxylate). RXN SMILES: Cl[C:2]1[N:7]=[CH:6][C:5]([C:8]([O:10][C:11]([CH3:14])([CH3:13])[CH3:12])=[O:9])=[CH:4][CH:3]=1.[CH2:15]([NH2:18])[CH2:16][NH2:17]>>[NH2:17][CH2:16][CH2:15][NH:18][C:2]1[N:7]=[CH:6][C:5]([C:8]([O:10][C:11]([CH3:14])([CH3:13])[CH3:12])=[O:9])=[CH:4][CH:3]=1. Reported procedure: The tert-butyl 6-chloropyridine-3-carboxylate was heated with ethylenediamine (20 ml) at 80° C. overnight. The solvent was removed in vacuo. The residue was partitioned between dichloromethane and 2.5 M aqueous sodium hydroxide solution. The aqueous layer was extracted a further three times with dichloromethane. The combined organic layers were washed with water, dried and concentrated in vacuo to give tert-butyl 6-[(2-aminoethyl)amino]pyridine-3-carboxylate.